This data is from the Open Reaction Database (ORD), a public repository of structured organic reaction records. The task is: describe an organic reaction: reactants, conditions, products, and yield Starting materials: C(CCC)[Li] (n-butyl litium), [NH4+].[Cl-] (NH4Cl), N1CCCC1 (Pyrrolidine), CC1(NC2=CC=C3C4=CC=CC=C4OC(C3=C2C(=C1)C)=O)C (2,2,4-trimethyl-1,2-dihydro-6-oxa-1-azachrysen-5-one). Solvent: CCCCCC (hexane), O1CCCC1 (tetrahydrofuran), O1CCCC1 (tetrahydrofuran), C(C)(=O)OCC (ethyl acetate). Conditions: time 30 minute. Yields the product OC1=C(C=CC=C1)C=1C(=C2C(=CC(NC2=CC1)(C)C)C)C(=O)N1CCCC1 (6-(2-Hydroxyphenyl)-5-[(pyrrolidin-1-yl)carbonyl]-2,2,4-trimethyl-1,2-dihydroquinoline). Isolated yield 82.0%. RXN SMILES: [NH:1]1[CH2:5][CH2:4][CH2:3][CH2:2]1.C([Li])CCC.[CH3:11][C:12]1([CH3:32])[CH:29]=[C:28]([CH3:30])[C:27]2[C:14](=[CH:15][CH:16]=[C:17]3[C:26]=2[C:25](=[O:31])[O:24][C:23]2[C:18]3=[CH:19][CH:20]=[CH:21][CH:22]=2)[NH:13]1.[NH4+].[Cl-]>O1CCCC1.C(OCC)(=O)C.CCCCCC>[OH:24][C:23]1[CH:22]=[CH:21][CH:20]=[CH:19][C:18]=1[C:17]1[C:26]([C:25]([N:1]2[CH2:5][CH2:4][CH2:3][CH2:2]2)=[O:31])=[C:27]2[C:14](=[CH:15][CH:16]=1)[NH:13][C:12]([CH3:11])([CH3:32])[CH:29]=[C:28]2[CH3:30] |f:3.4|. Procedure: Pyrrolidine (135 μL, 1.62 mmol) was dissolved in anhydrous tetrahydrofuran (1 mL), and 1.6 M hexane solution of n-butyl litium was added dropwise thereto at 0° C. After the reaction mixture was stirred at same temperature for 30 minutes, an anhydrous tetrahydrofuran solution (3 mL) of 2,2,4-trimethyl-1,2-dihydro-6-oxa-1-azachrysen-5-one (Reference Compound No. 1-1, 80 mg, 0.27 mmol) was dropped and then the reaction mixture was stirred for 30 minutes more. After the saturated aqueous NH4Cl solut... Starting materials: CC(=O)O[BH-](OC(C)=O)OC(C)=O, CCOC(C)=O, O=Cc1ccccc1, COCC1OC(n2cnc3c(NCC(c4ccccc4)c4ccccc4)nc(CN)nc32)C(O)C1O, [Na+], C1CCOC1. Yields the product COCC1OC(n2cnc3c(NCC(c4ccccc4)c4ccccc4)nc(CNCc4ccccc4)nc32)C(O)C1O. RXN SMILES: [C:45]([O:46][BH-:47]([O:48][C:49](=[O:50])[CH3:51])[O:52][C:53](=[O:54])[CH3:55])(=[O:56])[CH3:57].[CH3:64][CH2:65][O:66][C:67](=[O:68])[CH3:69].[CH:37](=[O:38])[c:39]1[cH:40][cH:41][cH:42][cH:43][cH:44]1.[NH2:1][CH2:2][c:3]1[n:4][c:5]([NH:22][CH2:23][CH:24]([c:25]2[cH:26][cH:27][cH:28][cH:29][cH:30]2)[c:31]2[cH:32][cH:33][cH:34][cH:35][cH:36]2)[c:6]2[n:7][cH:8][n:9]([CH:12]3[O:13][CH:14]([CH2:19][O:20][CH3:21])[CH:15]([OH:18])[CH:16]3[OH:17])[c:10]2[n:11]1.[Na+:58].[O:59]1[CH2:60][CH2:61][CH2:62][CH2:63]1>>[NH:1]([CH2:2][c:3]1[n:4][c:5]([NH:22][CH2:23][CH:24]([c:25]2[cH:26][cH:27][cH:28][cH:29][cH:30]2)[c:31]2[cH:32][cH:33][cH:34][cH:35][cH:36]2)[c:6]2[n:7][cH:8][n:9]([CH:12]3[O:13][CH:14]([CH2:19][O:20][CH3:21])[CH:15]([OH:18])[CH:16]3[OH:17])[c:10]2[n:11]1)[CH2:37][c:39]1[cH:40][cH:41][cH:42][cH:43][cH:44]1. Starting materials: C1COCCO1, CN1C2CCNCC1CC2, NS(N)(=O)=O. As a reaction SMILES: [CH2:16]1[O:17][CH2:18][CH2:19][O:20][CH2:21]1.[CH3:1][N:2]1[CH:3]2[CH2:4][NH:5][CH2:6][CH2:7][CH:8]1[CH2:9][CH2:10]2.[NH2:11][S:12]([NH2:13])(=[O:14])=[O:15]>>[CH3:1][N:2]1[CH:3]2[CH2:4][N:5]([S:12]([NH2:11])(=[O:14])=[O:15])[CH2:6][CH2:7][CH:8]1[CH2:9][CH2:10]2. The product is CN1C2CCC1CN(S(N)(=O)=O)CC2. The reactants are CO, CCOC(C)=O, COC(=O)c1ccc(Cc2cccc3ccc(NC(=O)CC4CCCC4)cc23)c(OC)c1, Cc1ccc(S(=O)(=O)O)cc1. Product: COC(=O)c1ccc(Cc2cccc3ccc(N)cc23)c(OC)c1. As a reaction SMILES: [CH3:44][OH:45].[CH3:46][CH2:47][O:48][C:49](=[O:50])[CH3:51].[CH:1]1([CH2:2][C:3](=[O:4])[NH:9][c:10]2[cH:11][cH:12][c:13]3[cH:14][cH:15][cH:16][c:17]([CH2:20][c:21]4[c:22]([O:31][CH3:32])[cH:23][c:24]([C:25](=[O:26])[O:27][CH3:28])[cH:29][cH:30]4)[c:18]3[cH:19]2)[CH2:5][CH2:6][CH2:7][CH2:8]1.[c:33]1([CH3:34])[cH:35][cH:36][c:37]([S:38]([OH:39])(=[O:40])=[O:41])[cH:42][cH:43]1>>[NH2:9][c:10]1[cH:11][cH:12][c:13]2[cH:14][cH:15][cH:16][c:17]([CH2:20][c:21]3[c:22]([O:31][CH3:32])[cH:23][c:24]([C:25](=[O:26])[O:27][CH3:28])[cH:29][cH:30]3)[c:18]2[cH:19]1. Reactants: COC(=O)CC(C)(C)CC=O, CC(C)(C)[O-], CN(C)C=O, FC(F)(F)C(Cl)Cl, [Na+], C1CCOC1. Product: COC(=O)CC(C)(C)CC(O)C(Cl)(Cl)C(F)(F)F. Reaction SMILES: [CH3:1][C:2]([CH2:3][C:4](=[O:5])[O:6][CH3:7])([CH2:8][CH:9]=[O:10])[CH3:11].[CH3:24][C:25]([CH3:26])([O-:27])[CH3:28].[CH3:30][N:31]([CH3:32])[CH:33]=[O:34].[Cl:12][CH:13]([C:14]([F:15])([F:16])[F:17])[Cl:18].[Na+:29].[O:19]1[CH2:20][CH2:21][CH2:22][CH2:23]1>>[CH3:1][C:2]([CH2:3][C:4](=[O:5])[O:6][CH3:7])([CH2:8][CH:9]([OH:10])[C:13]([Cl:12])([C:14]([F:15])([F:16])[F:17])[Cl:18])[CH3:11]. Reported procedure: 4 g of 2-aminopropan-1,3-diol (43.9 mmol) were supplemented with 20 ml of tetrahydrofuran. The reaction mixture was then cooled to 0° C. on an ice bath and 5.8 ml of ethyl trifluoroacetate (48.3 mmol) were gradually added. This solution was stirred for 2 hours at room temperature. Reactants: NC(CO)CO (2-aminopropan-1,3-diol), FC(C(=O)OCC)(F)F (ethyl trifluoroacetate). Yields the product FC(C(=O)NC(CO)CO)(F)F (2,2,2-trifluoro-N-(2-hydroxy-1-hydroxymethylethyl)acetamide). The solvent is O1CCCC1 (tetrahydrofuran). Reaction conditions: temperature 0 celsius, time 2 hour. As a reaction SMILES: [NH2:1][CH:2]([CH2:5][OH:6])[CH2:3][OH:4].[F:7][C:8]([F:15])([F:14])[C:9](OCC)=[O:10]>O1CCCC1>[F:7][C:8]([F:15])([F:14])[C:9]([NH:1][CH:2]([CH2:5][OH:6])[CH2:3][OH:4])=[O:10].